From a dataset of the Open Reaction Database (ORD), a public repository of structured organic reaction records. describe an organic reaction: reactants, conditions, products, and yield Starting materials: C1(=CC=CC=C1)C1=C2C(=NC(=C1C1=CC=NC=C1)C1=CC=CC=C1)NN=C2 (4,6-Diphenyl-5-(4-pyridyl)-1H-pyrazolo[3,4-b]pyridine), [OH-].[K+] (KOH), IC (iodomethane), O (Water). Solvent: CC(=O)C (acetone), CC(=O)C (acetone). Reaction conditions: time 8 hour. Yields the product CN1N=C2N=C(C(=C(C2=C1)C1=CC=CC=C1)C1=CC=NC=C1)C1=CC=CC=C1 (2-methyl-4,6-diphenyl-5-(4-pyridyl)pyrazolo[3,4-b]pyridine), 1-methyl-4,6-diphenyl-5-(4-pirridyl)pyrazolo[3,4-b]pyridine. The yield is 38.0%. As a reaction SMILES: [C:1]1([C:7]2[C:12]([C:13]3[CH:18]=[CH:17][N:16]=[CH:15][CH:14]=3)=[C:11]([C:19]3[CH:24]=[CH:23][CH:22]=[CH:21][CH:20]=3)[N:10]=[C:9]3[NH:25][N:26]=[CH:27][C:8]=23)[CH:6]=[CH:5][CH:4]=[CH:3][CH:2]=1.[OH-].[K+].I[CH3:31].O>CC(C)=O>[CH3:31][N:26]1[CH:27]=[C:8]2[C:9]([N:10]=[C:11]([C:19]3[CH:24]=[CH:23][CH:22]=[CH:21][CH:20]=3)[C:12]([C:13]3[CH:18]=[CH:17][N:16]=[CH:15][CH:14]=3)=[C:7]2[C:1]2[CH:6]=[CH:5][CH:4]=[CH:3][CH:2]=2)=[N:25]1 |f:1.2|. Reported procedure: To a suspension of 4,6-diphenyl-5-(4-pyridyl)-1H-pyrazolo[3,4-b]pyridine (0.10 g, 0.3 mmol, obtained in example 2) in acetone (1 mL), KOH (21 mg, 0.4 mmol) was added under argon atmosphere. Then, a solution of iodomethane (47 mg, 0.3 mmol) in acetone (0.1 mL) was added and stirred overnight at room temperature. Water was added and extracted with CHCl3. The organic phase was dried over Na2SO4 and concentrated to dryness. The crude product obtained was purified by chromatography on silica gel usin...